Dataset: the Open Reaction Database (ORD), a public repository of structured organic reaction records. Task: describe an organic reaction: reactants, conditions, products, and yield Starting materials: C(C)OC1=C(C=O)C(=CC(=C1)OCC)OCC (2,4,6-triethoxybenzaldehyde), C(C)(C)(C)NO (N-tert-butylhydroxylamine). Yields the product C(C)OC1=C(C(=CC(=C1)OCC)OCC)C=[N+]([O-])C(C)(C)C (α-(2,4,6-Triethoxyphenyl)-N-tert-butylnitrone). As a reaction SMILES: [CH2:1]([O:3][C:4]1[CH:11]=[C:10]([O:12][CH2:13][CH3:14])[CH:9]=[C:8]([O:15][CH2:16][CH3:17])[C:5]=1[CH:6]=O)[CH3:2].[C:18]([NH:22][OH:23])([CH3:21])([CH3:20])[CH3:19]>>[CH2:1]([O:3][C:4]1[CH:11]=[C:10]([O:12][CH2:13][CH3:14])[CH:9]=[C:8]([O:15][CH2:16][CH3:17])[C:5]=1[CH:6]=[N+:22]([C:18]([CH3:21])([CH3:20])[CH3:19])[O-:23])[CH3:2]. Procedure: The title compound was prepared according to the procedure described in Example 11 using 2,4,6-triethoxybenzaldehyde and N-tert-butylhydroxylamine. The title compound was isolated in 92.3% yield as a solid, m.p. 109.1° C. The reactants are ice, Cl.OCC=1N=CNC1 (4-(hydroxymethyl)imidazole hydrochloride), ON1C(C=2C(C1=O)=CC=CC2)=O (N-hydroxyphthalimide), C1(=CC=CC=C1)P(C1=CC=CC=C1)C1=CC=CC=C1 (triphenylphosphine), N(=NC(=O)OCC)C(=O)OCC (diethyl azodicarboxylate). The solvent is C1CCOC1 (THF), C1CCOC1 (THF). Reaction conditions: time 18 hour. Product: N1C=NC(=C1)CON1C(C2=CC=CC=C2C1=O)=O (2-(1H-imidazol-4-ylmethoxy)-1,3-dihydro-2H-isoindole-1,3-dione). Yield: 21.9%. Reaction SMILES: Cl.[OH:2][CH2:3][C:4]1[N:5]=[CH:6][NH:7][CH:8]=1.O[N:10]1[C:14](=[O:15])[C:13]2=[CH:16][CH:17]=[CH:18][CH:19]=[C:12]2[C:11]1=[O:20].C1(P(C2C=CC=CC=2)C2C=CC=CC=2)C=CC=CC=1.N(C(OCC)=O)=NC(OCC)=O>C1COCC1>[NH:7]1[CH:8]=[C:4]([CH2:3][O:2][N:10]2[C:14](=[O:15])[C:13]3[C:12](=[CH:19][CH:18]=[CH:17][CH:16]=3)[C:11]2=[O:20])[N:5]=[CH:6]1 |f:0.1|. Procedure: To an ice-cold solution of 4-(hydroxymethyl)imidazole hydrochloride (2.0 g, 15 mmol), N-hydroxyphthalimide (2.4 g, 15 mmol) and triphenylphosphine (4.0 g, 15 mmol) in THF (65 mL) was added a solution of diethyl azodicarboxylate (2.6 mL, 16 mmol) in THF (10 mL) dropwise. The stirred reaction mixture was allowed to warm to ambient temperature. After 18 h, the resultant precipitate was collected by vacuum filtration. The solid was partitioned between EtOAc (75 ml) and saturated NaHCO3 (75 mL). The ...